Task: describe an organic reaction: reactants, conditions, products, and yield. Dataset: the Open Reaction Database (ORD), a public repository of structured organic reaction records Starting materials: IC1=C(C(=O)N)C=C(C=C1)NC(C(CC)C1=CC=CC=C1)=O (2-Iodo-5-[(2-phenylbutanoyl)amino]benzamide), COC=1C=C2C=CC(=CC2=CC1)B(O)O (6-methoxynaphthalene-2-boronic acid). The product is COC1=CC=C2C=CC(=CC2=C1)C1=C(C(=O)N)C=C(C=C1)NC(C(CC)C1=CC=CC=C1)=O (2-(7-Methoxy-2-naphthyl)-5-[(2-phenylbutanoyl)amino]benzamide). As a reaction SMILES: I[C:2]1[CH:10]=[CH:9][C:8]([NH:11][C:12](=[O:22])[CH:13]([C:16]2[CH:21]=[CH:20][CH:19]=[CH:18][CH:17]=2)[CH2:14][CH3:15])=[CH:7][C:3]=1[C:4]([NH2:6])=[O:5].[CH3:23][O:24][C:25]1[CH:26]=[C:27]2[C:32](=[CH:33][CH:34]=1)[CH:31]=[C:30](B(O)O)[CH:29]=[CH:28]2>>[CH3:23][O:24][C:25]1[CH:26]=[C:27]2[C:32]([CH:31]=[CH:30][C:29]([C:2]3[CH:10]=[CH:9][C:8]([NH:11][C:12](=[O:22])[CH:13]([C:16]4[CH:21]=[CH:20][CH:19]=[CH:18][CH:17]=4)[CH2:14][CH3:15])=[CH:7][C:3]=3[C:4]([NH2:6])=[O:5])=[CH:28]2)=[CH:33][CH:34]=1. Procedure details: 50 mg (0.12 mmol) of the compound from Example 5A are reacted with 37 mg (0.18 mmol) of 6-methoxynaphthalene-2-boronic acid in analogy to the synthesis of Example 1. 27 mg (44% of theory) of product are obtained. Starting materials: C[C@H]1N[C@@H]1C1=CC=CC=C1 ((2R,3R)-2-Methyl-3-phenylaziridine), C(C)(C)N(C(C)C)C (N,N-Diisopropylmethyamine), CS(=O)(=O)Cl (methansulfonyl chloride). The solvent is C(Cl)Cl (CH2Cl2). Run at temperature -10 celsius, time 1 hour. Product: C[C@H]1N([C@@H]1C1=CC=CC=C1)S(=O)(=O)C ((2R,3R)-2-Methyl-1-(methylsulfonyl)-3-phenylaziridine). RXN SMILES: [CH3:1][C@@H:2]1[C@@H:4]([C:5]2[CH:10]=[CH:9][CH:8]=[CH:7][CH:6]=2)[NH:3]1.C(N(C)C(C)C)(C)C.[CH3:19][S:20](Cl)(=[O:22])=[O:21]>C(Cl)Cl>[CH3:1][C@@H:2]1[C@@H:4]([C:5]2[CH:10]=[CH:9][CH:8]=[CH:7][CH:6]=2)[N:3]1[S:20]([CH3:19])(=[O:22])=[O:21]. Procedure details: To (2R,3R)-2-Methyl-3-phenylaziridine (38b, 0.08 g, 0.60 mmol) in CH2Cl2 (3 ml) was is added N,N-Diisopropylmethyamine (0.219 ml, 1.32 mmol) and the reaction mixture was cooled to −10° C. before methansulfonyl chloride (0.051 ml, 0.66 mmol) was added The mixture was stirred for 30 min at −10° C. than at room temperature for 1 h. The crude sample was added to a Chromasil C18 column and was eluted with MeCN/H2O 35-70%, 20 min.